From a dataset of the Open Reaction Database (ORD), a public repository of structured organic reaction records. describe an organic reaction: reactants, conditions, products, and yield The reactants are COC(=O)C(C)Br, O=C([O-])[O-], CN(C)C=O, Cn1c(C(F)(F)F)cc(=O)n(-c2cc(Oc3ccccc3O)c(Cl)cc2F)c1=O, [K+], [K+], O. Product: COC(=O)C(C)Oc1ccccc1Oc1cc(-n2c(=O)cc(C(F)(F)F)n(C)c2=O)c(F)cc1Cl. As a reaction SMILES: [Br:36][CH:37]([C:38](=[O:39])[O:40][CH3:41])[CH3:42].[C:30](=[O:31])([O-:32])[O-:33].[CH3:44][N:45]([CH3:46])[CH:47]=[O:48].[Cl:1][c:2]1[c:3]([O:4][c:5]2[c:6]([OH:11])[cH:7][cH:8][cH:9][cH:10]2)[cH:12][c:13](-[n:17]2[c:18](=[O:29])[n:19]([CH3:28])[c:20]([C:24]([F:25])([F:26])[F:27])[cH:21][c:22]2=[O:23])[c:14]([F:16])[cH:15]1.[K+:34].[K+:35].[OH2:43]>>[Cl:1][c:2]1[c:3]([O:4][c:5]2[c:6]([O:11][CH:37]([C:38](=[O:39])[O:40][CH3:41])[CH3:42])[cH:7][cH:8][cH:9][cH:10]2)[cH:12][c:13](-[n:17]2[c:18](=[O:29])[n:19]([CH3:28])[c:20]([C:24]([F:25])([F:26])[F:27])[cH:21][c:22]2=[O:23])[c:14]([F:16])[cH:15]1.